This data is from the Open Reaction Database (ORD), a public repository of structured organic reaction records. The task is: describe an organic reaction: reactants, conditions, products, and yield The reactants are ClCCl, CCOC(=O)CC(=O)Cl, NCc1ccccc1. Yields the product CCOC(=O)CC(=O)NCc1ccccc1. Reaction SMILES: [CH2:18]([Cl:19])[Cl:20].[CH2:9]([CH3:10])[O:11][C:12](=[O:13])[CH2:14][C:15](=[O:16])[Cl:17].[NH2:1][CH2:2][c:3]1[cH:4][cH:5][cH:6][cH:7][cH:8]1>>[NH:1]([CH2:2][c:3]1[cH:4][cH:5][cH:6][cH:7][cH:8]1)[C:15]([CH2:14][C:12]([O:11][CH2:9][CH3:10])=[O:13])=[O:16]. Reactants: O=C1CCC(=O)N1Br, ClC(Cl)(Cl)Cl, Cc1ccc(F)cc1I. The product is Fc1ccc(CBr)c(I)c1. RXN SMILES: [Br:1][N:2]1[C:3](=[O:4])[CH2:5][CH2:6][C:7]1=[O:8].[C:18]([Cl:19])([Cl:20])([Cl:21])[Cl:22].[F:9][c:10]1[cH:11][c:12]([I:17])[c:13]([CH3:16])[cH:14][cH:15]1>>[Br:1][CH2:16][c:13]1[c:12]([I:17])[cH:11][c:10]([F:9])[cH:15][cH:14]1. Reactants: CC1=NN(C(=C1)C)C(C)C=1C2=C(N=C(N1)NC1=CC(=C(C=C1)N1C=NC(=C1)C)OC)CCN(C2)C(=O)OC(C)(C)C (tert-butyl 4-(1-(3,5-dimethyl-1H-pyrazol-1-yl)ethyl)-2-(3-methoxy-4-(4-methyl-1H-imidazol-1-yl)phenylamino)-7,8-dihydropyrido[4,3-d]pyrimidine-6(5H)-carboxylate), C(=O)(C(F)(F)F)O (TFA), C(=O)(O)[O-].[Na+] (NaHCO3). The solvent is C(Cl)Cl (DCM). Yields the product CC1=NN(C(=C1)C)C(C)C=1C2=C(N=C(N1)NC1=CC(=C(C=C1)N1C=NC(=C1)C)OC)CCNC2 (4-(1-(3,5-dimethyl-1H-pyrazol-1-yl)ethyl)-N-(3-methoxy-4-(4-methyl-1H-imidazol-1-yl)phenyl)-5,6,7,8-tetrahydropyrido[4,3-d]pyrimidin-2-amine). The yield is 76.8%. RXN SMILES: [CH3:1][C:2]1[CH:6]=[C:5]([CH3:7])[N:4]([CH:8]([C:10]2[C:11]3[CH2:34][N:33](C(OC(C)(C)C)=O)[CH2:32][CH2:31][C:12]=3[N:13]=[C:14]([NH:16][C:17]3[CH:22]=[CH:21][C:20]([N:23]4[CH:27]=[C:26]([CH3:28])[N:25]=[CH:24]4)=[C:19]([O:29][CH3:30])[CH:18]=3)[N:15]=2)[CH3:9])[N:3]=1.C(O)(C(F)(F)F)=O.C([O-])(O)=O.[Na+]>C(Cl)Cl>[CH3:1][C:2]1[CH:6]=[C:5]([CH3:7])[N:4]([CH:8]([C:10]2[C:11]3[CH2:34][NH:33][CH2:32][CH2:31][C:12]=3[N:13]=[C:14]([NH:16][C:17]3[CH:22]=[CH:21][C:20]([N:23]4[CH:27]=[C:26]([CH3:28])[N:25]=[CH:24]4)=[C:19]([O:29][CH3:30])[CH:18]=3)[N:15]=2)[CH3:9])[N:3]=1 |f:2.3|. Procedure details: A solution of tert-butyl 4-(1-(3,5-dimethyl-1H-pyrazol-1-yl)ethyl)-2-(3-methoxy-4-(4-methyl-1H-imidazol-1-yl)phenylamino)-7,8-dihydropyrido[4,3-d]pyrimidine-6(5H)-carboxylate (397 mg, 0.71 mmol) and TFA (0.547 mL, 7.10 mmol) in DCM was stirred for one hour at 40° C. The reaction mixture was cooled and sat aqu NaHCO3 was added until the mixture was neutralized. The organic phase was separated and the water phase was washed repeatedly with DCM yielding 4-(1-(3,5-dimethyl-1H-pyrazol-1-yl)ethyl)-N-(... The reactants are C(C=C)C=1SC=CC1[SiH](C)C (2-allyldimethylsilylthiophene), C(CCC)[Li] (n-butyllithium), [NH4+].[Cl-] (NH4Cl), CN(C)C=O (DMF). Run in C1CCOC1 (THF). Run at temperature -78 celsius, time 30 minute. Product: C(C=C)C=1SC(=CC1[SiH](C)C)C=O (2-Allyldimethylsilylthiophene-5-carboxaldehyde). The yield is 98.3%. As a reaction SMILES: [CH2:1]([C:4]1[S:5][CH:6]=[CH:7][C:8]=1[SiH:9]([CH3:11])[CH3:10])[CH:2]=[CH2:3].C([Li])CCC.CN([CH:20]=[O:21])C.[NH4+].[Cl-]>C1COCC1>[CH2:1]([C:4]1[S:5][C:6]([CH:20]=[O:21])=[CH:7][C:8]=1[SiH:9]([CH3:11])[CH3:10])[CH:2]=[CH2:3] |f:3.4|. Procedure: To a solution of 2-allyldimethylsilylthiophene (1 Scheme 28, 10.6 g, 58.5 mmol) in dry THF (300 mL) at −78° C. was added n-butyllithium (23.4 mL, 2.5 M solution in hexanes, 58.5 mmol) over a period of 10 min. After 30 min stirring at −78° C., anhydrous DMF (6.8 mL, 87.8 mmol) was added dropwise. The reaction mixture was stirred further for 1 h and warmed to room temperature. Concentrated NH4Cl (4 mL) was added to the solution, and the reaction mixture was concentrated. The residue was extracted ... The reactants are CO, CCO, NC(=O)C1CN(c2ccc(N3CCN(C(=O)COCc4ccccc4)CC3)c(F)c2)C(=O)O1, [H][H]. As a reaction SMILES: [CH3:36][OH:37].[CH3:38][CH2:39][OH:40].[F:1][c:2]1[cH:3][c:4]([N:25]2[C:26](=[O:33])[O:27][CH:28]([C:30](=[O:31])[NH2:32])[CH2:29]2)[cH:5][cH:6][c:7]1[N:8]1[CH2:9][CH2:10][N:11]([C:14]([CH2:15][O:16][CH2:17][c:18]2[cH:19][cH:20][cH:21][cH:22][cH:23]2)=[O:24])[CH2:12][CH2:13]1.[H:34][H:35]>>[F:1][c:2]1[cH:3][c:4]([N:25]2[C:26](=[O:33])[O:27][CH:28]([C:30](=[O:31])[NH2:32])[CH2:29]2)[cH:5][cH:6][c:7]1[N:8]1[CH2:9][CH2:10][N:11]([C:14]([CH2:15][OH:16])=[O:24])[CH2:12][CH2:13]1. Product: NC(=O)C1CN(c2ccc(N3CCN(C(=O)CO)CC3)c(F)c2)C(=O)O1.